This data is from the Open Reaction Database (ORD), a public repository of structured organic reaction records. The task is: describe an organic reaction: reactants, conditions, products, and yield Yields the product CC1(C=O)CN(C(=O)Nc2ccc(OC(F)(F)F)cc2)N=C1c1ccc(Cl)cc1. Starting materials: [Li]CCCC, CCCCCC, CC(=O)O, CC(C)NC(C)C, COC=O, CC1CN(C(=O)Nc2ccc(OC(F)(F)F)cc2)N=C1c1ccc(Cl)cc1, C1CCOC1. RXN SMILES: [CH2:8]([Li:9])[CH2:10][CH2:11][CH3:12].[CH3:49][CH2:50][CH2:51][CH2:52][CH2:53][CH3:54].[CH3:55][C:56](=[O:57])[OH:58].[CH:1]([NH:2][CH:3]([CH3:4])[CH3:5])([CH3:6])[CH3:7].[CH:40](=[O:41])[O:42][CH3:43].[F:13][C:14]([O:15][c:16]1[cH:17][cH:18][c:19]([NH:22][C:23](=[O:24])[N:25]2[N:26]=[C:27]([c:31]3[cH:32][cH:33][c:34]([Cl:37])[cH:35][cH:36]3)[CH:28]([CH3:30])[CH2:29]2)[cH:20][cH:21]1)([F:38])[F:39].[O:44]1[CH2:45][CH2:46][CH2:47][CH2:48]1>>[F:13][C:14]([O:15][c:16]1[cH:17][cH:18][c:19]([NH:22][C:23](=[O:24])[N:25]2[N:26]=[C:27]([c:31]3[cH:32][cH:33][c:34]([Cl:37])[cH:35][cH:36]3)[C:28]([CH3:30])([CH:40]=[O:41])[CH2:29]2)[cH:20][cH:21]1)([F:38])[F:39]. Reactants: ClC1=NC(=NC=N1)NC1=CC(=CC=C1)CS(=O)(=O)C (4-chloro-N-{3-[(methylsulfonyl)methyl]phenyl}-1,3,5-triazin-2-amine), ClC=1C=C(COC2=C(C=CC=C2)B(O)O)C=CC1 ({2-[(3-chlorobenzyl)oxy]phenyl}boronic acid). Product: ClC=1C=C(COC2=C(C=CC=C2)C2=NC(=NC=N2)NC2=CC(=CC=C2)CS(=O)(=O)C)C=CC1 (4-{2-[(3-Chlorobenzyl)oxy]phenyl}-N-{3-[(methylsulfonyl)methyl]phenyl}-1,3,5-triazin-2-amine). Reaction SMILES: Cl[C:2]1[N:7]=[CH:6][N:5]=[C:4]([NH:8][C:9]2[CH:14]=[CH:13][CH:12]=[C:11]([CH2:15][S:16]([CH3:19])(=[O:18])=[O:17])[CH:10]=2)[N:3]=1.[Cl:20][C:21]1[CH:22]=[C:23]([CH:35]=[CH:36][CH:37]=1)[CH2:24][O:25][C:26]1[CH:31]=[CH:30][CH:29]=[CH:28][C:27]=1B(O)O>>[Cl:20][C:21]1[CH:22]=[C:23]([CH:35]=[CH:36][CH:37]=1)[CH2:24][O:25][C:26]1[CH:31]=[CH:30][CH:29]=[CH:28][C:27]=1[C:2]1[N:7]=[CH:6][N:5]=[C:4]([NH:8][C:9]2[CH:14]=[CH:13][CH:12]=[C:11]([CH2:15][S:16]([CH3:19])(=[O:18])=[O:17])[CH:10]=2)[N:3]=1. Procedure: Example 28 was prepared under similar conditions as described in the preparation of Example 1 using crude 4-chloro-N-{3-[(methylsulfonyl)methyl]phenyl}-1,3,5-triazin-2-amine and {2-[(3-chlorobenzyl)oxy]phenyl}boronic acid (Aldrich Chemical Company Inc.). The batch was purified by preparative HPLC. RXN SMILES: [Cl:1][C:2]1[CH:3]=[CH:4][C:5]2[N:9]=[C:8]([C:10]3[C:11](=[O:33])[N:12](COCC[Si](C)(C)C)[N:13]=[C:14]([C:16]4[CH:21]=[C:20]([CH3:22])[C:19]([OH:23])=[C:18]([CH3:24])[CH:17]=4)[CH:15]=3)[N:7](COCC[Si](C)(C)C)[C:6]=2[CH:42]=1.FC(F)(F)C(O)=O.[OH-].[Na+].Cl>ClCCl.CO.O>[Cl:1][C:2]1[CH:3]=[CH:4][C:5]2[N:9]=[C:8]([C:10]3[C:11](=[O:33])[NH:12][N:13]=[C:14]([C:16]4[CH:21]=[C:20]([CH3:22])[C:19]([OH:23])=[C:18]([CH3:24])[CH:17]=4)[CH:15]=3)[NH:7][C:6]=2[CH:42]=1 |f:2.3|. Product: ClC=1C=CC2=C(NC(=N2)C=2C(NN=C(C2)C2=CC(=C(C(=C2)C)O)C)=O)C1 (4-(6-Chloro-1H-benzimidazol-2-yl)-6-(4-hydroxy-3,5-dimethylphenyl)-2H-pyridazin-3-one). Solvent: O (water), ClCCl (dichloromethane), CO (methanol). Conditions: time 30 minute. Reported procedure: 4-[6-Chloro-1-(2-trimethylsilanylethoxymethyl)-1H-benzimidazol-2-yl]-6-(4-hydroxy-3,5-dimethylphenyl)-2-(2-trimethylsilanylethoxymethyl)-2H-pyridazin-3-one is stirred in dichloromethane:trifluoroacetic acid/1:1 at RT for 30 min. The solvent is stripped off in vacuo, and the residue is dissolved in methanol, and 2M sodium hydroxide solution is added. The solution is stirred at RT for 30 min. After the reaction is complete, water is added and 2N hydrochloric acid is used for acidification. The pre... Reactants: FC(C(=O)O)(F)F (trifluoroacetic acid), Cl (hydrochloric acid), ClC=1C=CC2=C(N(C(=N2)C=2C(N(N=C(C2)C2=CC(=C(C(=C2)C)O)C)COCC[Si](C)(C)C)=O)COCC[Si](C)(C)C)C1 (4-[6-Chloro-1-(2-trimethylsilanylethoxymethyl)-1H-benzimidazol-2-yl]-6-(4-hydroxy-3,5-dimethylphenyl)-2-(2-trimethylsilanylethoxymethyl)-2H-pyridazin-3-one), [OH-].[Na+] (sodium hydroxide). The reactants are BrC=1C(=NC(=NC1)Cl)Cl (5-bromo-2,4-dichloro-pyrimidine), BrC=1C(=NC(=NC1)Cl)NC(CNC(OC(C)(C)C)=O)C(C)C (tert-butyl N-[2-[(5-bromo-2-chloro-pyrimidin-4-yl)amino]-3-methyl-butyl]carbamate). Yields the product BrC=1C(=NC(=NC1)Cl)N[C@H](CNC(OC(C)(C)C)=O)C(C)(C)C (tert-butyl N-[(2S)-2-[(5-bromo-2-chloro-pyrimidin-4-yl)amino]-3,3-dimethyl-butyl]carbamate). RXN SMILES: Br[C:2]1C(Cl)=NC(Cl)=NC=1.[Br:10][C:11]1[C:12]([NH:18][CH:19]([CH:29]([CH3:31])[CH3:30])[CH2:20][NH:21][C:22](=[O:28])[O:23][C:24]([CH3:27])([CH3:26])[CH3:25])=[N:13][C:14]([Cl:17])=[N:15][CH:16]=1>>[Br:10][C:11]1[C:12]([NH:18][C@@H:19]([C:29]([CH3:2])([CH3:31])[CH3:30])[CH2:20][NH:21][C:22](=[O:28])[O:23][C:24]([CH3:25])([CH3:26])[CH3:27])=[N:13][C:14]([Cl:17])=[N:15][CH:16]=1. Procedure: Intermediate J was hydrogenated using 10% Pd/C under hydrogen at 50 psi in a pressure vessel to afford tert-butyl N-[(2S)-2-amino-3,3-dimethyl-butyl]carbamate which was then reacted with 5-bromo-2,4-dichloro-pyrimidine using analogous reaction conditions as described using analogous reaction conditions as described for tert-butyl N-[2-[(5-bromo-2-chloro-pyrimidin-4-yl)amino]-3-methyl-butyl]carbamate to afford tert-butyl N-[(2S)-2-[(5-bromo-2-chloro-pyrimidin-4-yl)amino]-3,3-dimethyl-butyl]carbam... The reactants are C(CO)O (ethylene glycol), CC=1C=CC(=CC1)S(=O)(=O)O (TsOH), C12C(CC(C(C1)=O)CC2)=O (rac-(1R*,4R*)-bicyclo[2.2.2]octane-2,5-dione). The solvent is C1(=CC=CC=C1)C (toluene). Yields the product O1C2(OCC1)C1CC(C(C2)CC1)=O (rac-(1R*,4R*)-spiro[bicyclo[2.2.2]octane-2,2′-[1,3]dioxolan]-5-one). Reaction SMILES: [CH:1]12[CH2:9][CH2:8][CH:4]([C:5](=[O:7])[CH2:6]1)[CH2:3][C:2]2=[O:10].[CH2:11](O)[CH2:12][OH:13].CC1C=CC(S(O)(=O)=O)=CC=1>C1(C)C=CC=CC=1>[O:7]1[CH2:11][CH2:12][O:13][C:5]21[CH2:6][CH:1]1[CH2:9][CH2:8][CH:4]2[CH2:3][C:2]1=[O:10]. Procedure: To 4.0 g of rac-(1R*,4R*)-bicyclo[2.2.2]octane-2,5-dione (intermediate K1A.1), dissolved in 120 mL of toluene, 1.7 mL of ethylene glycol and 0.27 g of TsOH were added and the solution was heated under vigorous stirring to reflux for 3.5 h. The reaction mixture was cooled to rt, quenched with saturated aq. NaHCO3, extracted with Et2O, and the organic phase was evaporated. The crude product was purified by CC with Hex-EtOAc (7:3) to yield 2.41 g of rac-(1R*,4R*)-spiro[bicyclo[2.2.2]octane-2,2′-[1,... The reactants are [Al+3], Cc1ncc[nH]1, Cn1c2c(c3ccccc31)C(=O)CCC2, CC#N, [Cl-], [Cl-], [Cl-], ClCCl, C1CCN(CN2CCCCC2)CC1, [Na+], [OH-]. Reaction SMILES: [Al+3:36].[CH3:16][c:17]1[nH:18][cH:19][cH:20][n:21]1.[CH3:1][n:2]1[c:3]2[cH:4][cH:5][cH:6][cH:7][c:8]2[c:9]2[c:14]1[CH2:13][CH2:12][CH2:11][C:10]2=[O:15].[CH3:41][C:42]#[N:43].[Cl-:35].[Cl-:37].[Cl-:38].[Cl:44][CH2:45][Cl:46].[N:22]1([CH2:24][N:25]2[CH2:26][CH2:27][CH2:28][CH2:29][CH2:30]2)[CH2:23][CH2:34][CH2:33][CH2:32][CH2:31]1.[Na+:40].[OH-:39]>>[CH3:1][n:2]1[c:3]2[cH:4][cH:5][cH:6][cH:7][c:8]2[c:9]2[c:14]1[CH2:13][CH2:12][CH:11]([CH2:23][n:18]1[c:17]([CH3:16])[n:21][cH:20][cH:19]1)[C:10]2=[O:15]. Product: Cc1nccn1CC1CCc2c(c3ccccc3n2C)C1=O. Starting materials: O=C1C2=C(C=CC3=C1C=CC(=C3)C(C(=O)O)C)C=CC=C2 (2-(5-oxo-5H-dibenzo[a,d]cyclohepten-2-yl)-propionic acid), C([O-])(O)=O.[Na+] (sodium bicarbonate), O (water). The solvent is C1=CC=CC=C1 (benzene). Yields the product O=C1C2=C(C=CC3=C1C=CC(=C3)C(C(=O)[O-])C)C=CC=C2.[Na+] (sodium 2-(5-oxo-5H-dibenzo[a,d]cyclohepten-2-yl)propionate). RXN SMILES: [O:1]=[C:2]1[C:8]2[CH:9]=[CH:10][C:11]([CH:13]([CH3:17])[C:14]([OH:16])=[O:15])=[CH:12][C:7]=2[CH:6]=[CH:5][C:4]2[CH:18]=[CH:19][CH:20]=[CH:21][C:3]1=2.C(=O)(O)[O-].[Na+:26].O>C1C=CC=CC=1>[O:1]=[C:2]1[C:8]2[CH:9]=[CH:10][C:11]([CH:13]([CH3:17])[C:14]([O-:16])=[O:15])=[CH:12][C:7]=2[CH:6]=[CH:5][C:4]2[CH:18]=[CH:19][CH:20]=[CH:21][C:3]1=2.[Na+:26] |f:1.2,5.6|. Procedure details: 0.278 g. of 2-(5-oxo-5H-dibenzo[a,d]cyclohepten-2-yl)-propionic acid is added to a solution of 0.084 g. of sodium bicarbonate in 2 ml. of water. About 20 ml. of benzene is added and the mixture evaporated to dryness. This process is repeated several times, and the residue is recrystallized from methanol/ether to afford sodium 2-(5-oxo-5H-dibenzo[a,d]cyclohepten-2-yl)propionate (m.p. 145°-148° C). By employing 0.327 g. of potassium bicarbonate in place of the sodium bicarbonate above, there is ob... Starting materials: C1CCOC1, COC(OC)c1cc(Oc2cccc(C#N)c2)ccc1[N+](=O)[O-], Cl, O. The product is N#Cc1cccc(Oc2ccc([N+](=O)[O-])c(C=O)c2)c1. Reaction SMILES: [CH2:25]1[O:26][CH2:27][CH2:28][CH2:29]1.[CH3:1][O:2][CH:3]([c:4]1[cH:5][c:6]([O:7][c:8]2[cH:9][c:10]([C:11]#[N:12])[cH:13][cH:14][cH:15]2)[cH:16][cH:17][c:18]1[N+:19](=[O:20])[O-:21])[O:22][CH3:23].[ClH:24].[OH2:30]>>[O:2]=[CH:3][c:4]1[cH:5][c:6]([O:7][c:8]2[cH:9][c:10]([C:11]#[N:12])[cH:13][cH:14][cH:15]2)[cH:16][cH:17][c:18]1[N+:19](=[O:20])[O-:21].